This data is from the Open Reaction Database (ORD), a public repository of structured organic reaction records. The task is: describe an organic reaction: reactants, conditions, products, and yield The reactants are CCCCC(=O)Cl, CN(C)C=O, CN(C)c1ccncc1, CO, Nc1nc2c(ncn2COCCO)c(=O)[nH]1, O. Yields the product CCCCC(=O)OCCOCn1cnc2c(=O)[nH]c(N)nc21. RXN SMILES: [C:22]([CH2:23][CH2:24][CH2:25][CH3:26])(=[O:27])[Cl:28].[CH3:17][N:18]([CH3:19])[CH:20]=[O:21].[CH3:29][N:30]([CH3:31])[c:32]1[cH:33][cH:34][n:35][cH:36][cH:37]1.[CH3:39][OH:40].[NH2:1][c:2]1[n:3][c:4]2[n:5]([CH2:6][O:7][CH2:8][CH2:9][OH:10])[cH:11][n:12][c:13]2[c:14](=[O:15])[nH:16]1.[OH2:38]>>[NH2:1][c:2]1[n:3][c:4]2[n:5]([CH2:6][O:7][CH2:8][CH2:9][O:10][C:22]([CH2:23][CH2:24][CH2:25][CH3:26])=[O:27])[cH:11][n:12][c:13]2[c:14](=[O:15])[nH:16]1. Isolated yield 59.6%. Yields the product CN(C)CC=1N(C=CC1)C=1C=C(C(=O)OC)C=CC1 (methyl 3-(2-dimethylaminomethylpyrrol-1-yl)benzoate). Reaction SMILES: [N:1]1([C:6]2[CH:7]=[C:8]([CH:13]=[CH:14][CH:15]=2)[C:9]([O:11][CH3:12])=[O:10])[CH:5]=[CH:4][CH:3]=[CH:2]1.Cl.[CH3:17][NH:18][CH3:19].[CH2:20]=O>C(O)C>[CH3:17][N:18]([CH2:20][C:5]1[N:1]([C:6]2[CH:7]=[C:8]([CH:13]=[CH:14][CH:15]=2)[C:9]([O:11][CH3:12])=[O:10])[CH:2]=[CH:3][CH:4]=1)[CH3:19] |f:1.2|. The reactants are N1(C=CC=C1)C=1C=C(C(=O)OC)C=CC1 (methyl 3-(pyrrol-1-yl)benzoate), Cl.CNC (dimethylamine hydrochloride), C=O (paraformaldehyde). Procedure: The mixture of methyl 3-(pyrrol-1-yl)benzoate (20.0 g), dimethylamine hydrochloride (12.2 g) and paraformaldehyde (13.4 g) in ethanol (60 ml) was heated under reflux for 3 hours under stirring. The solvent was removed by concentration and the residue was added to the mixture of ethyl acetate and water. The mixture was adjusted to pH 12 with 5N-sodium hydroxide solution. The separated organic layer was washed with brine, dried over magnesium sulfate, and evaporated. The residue was purified by co... The solvent is C(C)O (ethanol). Reaction SMILES: [CH2:1]([O:3][C:4]([C:6]1[CH:10]=[C:9]([C:11]2[CH:16]=[CH:15][C:14]([F:17])=[CH:13][CH:12]=2)[N:8]([C:18]2[CH:23]=[CH:22][CH:21]=[CH:20][CH:19]=2)[C:7]=1[CH3:24])=[O:5])[CH3:2].C(OC(=O)C(CC(C1C=CC([F:42])=CC=1)=O)C(=O)C)C.FC1C=CC(N)=CC=1>>[CH2:1]([O:3][C:4]([C:6]1[CH:10]=[C:9]([C:11]2[CH:16]=[CH:15][C:14]([F:17])=[CH:13][CH:12]=2)[N:8]([C:18]2[CH:23]=[CH:22][C:21]([F:42])=[CH:20][CH:19]=2)[C:7]=1[CH3:24])=[O:5])[CH3:2]. The reactants are C(C)OC(=O)C1=C(N(C(=C1)C1=CC=C(C=C1)F)C1=CC=CC=C1)C (5-(4-fluoro-phenyl)-2-methyl-1-phenyl-1H-pyrrole-3-carboxylic acid ethyl ester), C(C)OC(C(C(C)=O)CC(=O)C1=CC=C(C=C1)F)=O (2-[2-(4-fluoro-phenyl)-2-oxo-ethyl]-3-oxo-butyric acid ethyl ester), FC1=CC=C(N)C=C1 (4-fluoroaniline). Product: C(C)OC(=O)C1=C(N(C(=C1)C1=CC=C(C=C1)F)C1=CC=C(C=C1)F)C (1,5-Bis-(4-fluoro-phenyl)-2-methyl-1H-pyrrole-3-carboxylic acid ethyl ester). Procedure details: Prepared in analogy to that of 5-(4-fluoro-phenyl)-2-methyl-1-phenyl-1H-pyrrole-3-carboxylic acid ethyl ester from 2-[2-(4-fluoro-phenyl)-2-oxo-ethyl]-3-oxo-butyric acid ethyl ester and 4-fluoroaniline. The title compound, ESI MS (m/z): 342 (M+H+). The reactants are C1=C(C=CC2=CC=CC=C12)C=O (2-naphthaldehyde), C(C1=CC=CC=C1)N1C[C@H](CC1)N ((3S)-1-benzyl-3-amino-pyrrolidine), [BH4-].[Na+] (Sodium borohydride). Run in O (water), CO (methanol). Conditions: time 18 hour. Yields the product C(C1=CC=CC=C1)N1C[C@H](CC1)NCC1=CC2=CC=CC=C2C=C1 ((3S)-1-Benzyl-N-(2-naphthylmethyl)pyrrolidin-3-amine). As a reaction SMILES: [CH:1]1[C:10]2[C:5](=[CH:6][CH:7]=[CH:8][CH:9]=2)[CH:4]=[CH:3][C:2]=1[CH:11]=O.[CH2:13]([N:20]1[CH2:24][CH2:23][C@H:22]([NH2:25])[CH2:21]1)[C:14]1[CH:19]=[CH:18][CH:17]=[CH:16][CH:15]=1.[BH4-].[Na+]>CO.O>[CH2:13]([N:20]1[CH2:24][CH2:23][C@H:22]([NH:25][CH2:11][C:2]2[CH:3]=[CH:4][C:5]3[C:10](=[CH:9][CH:8]=[CH:7][CH:6]=3)[CH:1]=2)[CH2:21]1)[C:14]1[CH:15]=[CH:16][CH:17]=[CH:18][CH:19]=1 |f:2.3|. Procedure: A solution of 2-naphthaldehyde (2.0 g, 12.8 mmol) and (3S)-1-benzyl-3-amino-pyrrolidine (2.37 g, 13.4 mmol) in methanol (30 mL) was stirred under nitrogen at room temperature for 6 hours. Sodium borohydride (969 mg, 25.6 mmol) was added and the reaction mixture left at room temperature for 18 hours. The reaction mixture was diluted with water and extracted into ethyl acetate (×3) and the organics were combined, dried over magnesium sulphate, and concentrated in vacuo. The crude product was purif... The reactants are BrC1=C(C=CC(=C1)S(=O)(=O)CCC)F (2-bromo-1-fluoro-4-(propylsulfonyl)benzene), FC1=CC=C(C=C1)S(=O)(=O)C(C)C (1-fluoro-4-(isopropylsulfonyl)benzene). The product is BrC1=C(C=CC(=C1)S(=O)(=O)C(C)C)F (2-bromo-1-fluoro-4-(isopropylsulfonyl)benzene). Yield: 89.0%. As a reaction SMILES: [Br:1][C:2]1[CH:7]=[C:6]([S:8]([CH2:11][CH2:12]C)(=[O:10])=[O:9])[CH:5]=[CH:4][C:3]=1[F:14].F[C:16]1C=CC(S(C(C)C)(=O)=O)=CC=1>>[Br:1][C:2]1[CH:7]=[C:6]([S:8]([CH:11]([CH3:12])[CH3:16])(=[O:9])=[O:10])[CH:5]=[CH:4][C:3]=1[F:14]. Reported procedure: Following the general method as outlined in Intermediate 106, starting from 1-fluoro-4-(isopropylsulfonyl)benzene, the title compound was obtained as an oil which solidifies upon standing in 89% yield. The reactants are C(C)(=O)OCC (ethyl acetate), C1(=CC=CC=C1)S(=S)(=O)[O-].[Na+] (sodium phenylthiosulfonate), C(C)(=O)O[C@H]1[C@H](O[C@@H]([C@@H]([C@@H]1OC(C)=O)OC(C)=O)COC(C)=O)Br (2,3,4,6-Tetra-O-acetyl-α-galactopyranosyl bromide). The reagents and catalysts are [Br-].C(CCC)[N+](CCCC)(CCCC)CCCC (tetrabutylammonium bromide). Solvent: C(C)#N (acetonitrile), petrol. Conditions: temperature 70 celsius, time 5 hour. Yields the product C1(=CC=CC=C1)S(=S)(=O)O[C@H]1[C@H](OC(C)=O)[C@@H](OC(C)=O)[C@@H](OC(C)=O)[C@H](O1)COC(C)=O (2,3,4,6-Tetra-O-acetyl-β-D-galactopyranosyl phenylthiosulfonate). Isolated yield 67.4%. Reaction SMILES: [C:1]([O:4][C@@H:5]1[C@@H:10]([O:11][C:12](=[O:14])[CH3:13])[C@@H:9]([O:15][C:16](=[O:18])[CH3:17])[C@@H:8]([CH2:19][O:20][C:21](=[O:23])[CH3:22])[O:7][C@@H:6]1Br)(=[O:3])[CH3:2].[C:25]1([S:31]([O-:34])(=[O:33])=[S:32])[CH:30]=[CH:29][CH:28]=[CH:27][CH:26]=1.[Na+].C(OCC)(=O)C>C(#N)C.[Br-].C([N+](CCCC)(CCCC)CCCC)CCC>[C:25]1([S:31]([O:34][C@@H:6]2[O:7][C@H:8]([CH2:19][O:20][C:21](=[O:23])[CH3:22])[C@H:9]([O:15][C:16](=[O:18])[CH3:17])[C@H:10]([O:11][C:12](=[O:14])[CH3:13])[C@H:5]2[O:4][C:1](=[O:3])[CH3:2])(=[O:33])=[S:32])[CH:30]=[CH:29][CH:28]=[CH:27][CH:26]=1 |f:1.2,5.6|. Procedure details: 2,3,4,6-Tetra-O-acetyl-α-galactopyranosyl bromide (2.0 g, 5 mmol) was dissolved in anhydrous acetonitrile (80 mL). To this sodium phenylthiosulfonate (2.02 g, 10.3 mmol) and tetrabutylammonium bromide (160 mg, 0.5 mmol) were added. The resulting mixture was stirred under argon at 70° C. After a 5 h period, t.l.c. (petrol:ethyl acetate, 1:1) indicated the formation of a product (Rf 0.4) with complete consumption of the starting material (Rf 0.6). The solution was concentrated in vacuo. The crude ... Reactants: OCCCCCCN1C=CC=C1 (N-(6-hydroxyhexyl)-pyrrole), N1=CC=CC=C1 (pyridine), Cl (hydrochloric acid), C(CCCCCCCCC=C)(=O)Cl (10-undecenoylchloride). Run in C1(=CC=CC=C1)C (toluene), O (water), C1(=CC=CC=C1)C (toluene). Reaction conditions: time 30 minute. The product is C(CCCCCCCCC=C)(=O)OCCCCCCN1C=CC=C1 (N-[6-(10-undecenoyloxy)hexyl]-pyrrole). Yield: 80.5%. Reaction SMILES: [OH:1][CH2:2][CH2:3][CH2:4][CH2:5][CH2:6][CH2:7][N:8]1[CH:12]=[CH:11][CH:10]=[CH:9]1.N1C=CC=CC=1.[C:19](Cl)(=[O:30])[CH2:20][CH2:21][CH2:22][CH2:23][CH2:24][CH2:25][CH2:26][CH2:27][CH:28]=[CH2:29].Cl>O.C1(C)C=CC=CC=1>[C:19]([O:1][CH2:2][CH2:3][CH2:4][CH2:5][CH2:6][CH2:7][N:8]1[CH:9]=[CH:10][CH:11]=[CH:12]1)(=[O:30])[CH2:20][CH2:21][CH2:22][CH2:23][CH2:24][CH2:25][CH2:26][CH2:27][CH:28]=[CH2:29]. Reported procedure: 62.0 g (0.371 mol) of N-(6-hydroxyhexyl)-pyrrole, 33.2 g (0.420 mol) of dry pyridine, and 1850 ml of dry toluene were put in a 2-liter reactor, and 300 ml of a dry toluene solution of 75.7 g (0.373 mol) of 10-undecenoylchloride was dropped thereto at 20° C. or below. The dropping time was 30 minutes. Thereafter, the mixture was stirred at the same temperature for one hour. The reaction mixture was poured into 1.5 liter of iced water, and was made acidic with use of 1N hydrochloric acid. It was s... Reactants: OS(=O)(=O)[O-].[K+].[O-]S(=O)(=O)[O-].[Na+].[Na+] (KHSO4 Na2SO4), BrC1=C(C#N)C=CC=C1 (2-bromobenzonitrile), CCN(C(C)C)C(C)C (DIPEA), C(C)(C)(C)OC(=O)N1CC(CC1)C1=C(C=C(C=C1)S)OC (3-(4-mercapto-2-methoxy-phenyl)-pyrrolidine-1-carboxylic acid tert-butyl ester). Reagents/catalysts: C=1C=CC(=CC1)/C=C/C(=O)/C=C/C2=CC=CC=C2.C=1C=CC(=CC1)/C=C/C(=O)/C=C/C2=CC=CC=C2.C=1C=CC(=CC1)/C=C/C(=O)/C=C/C2=CC=CC=C2.[Pd].[Pd] (Pd2(dba)3), CC1(C2=C(C(=CC=C2)P(C3=CC=CC=C3)C4=CC=CC=C4)OC5=C(C=CC=C51)P(C6=CC=CC=C6)C7=CC=CC=C7)C (Xantphos). Run in O1CCOCC1 (1,4-dioxane). Yields the product C(C)(C)(C)OC(=O)N1CC(CC1)C1=C(C=C(C=C1)SC1=C(C=CC=C1)C#N)OC (3-[4-(2-cyano-phenylsulfanyl)-2-methoxy-phenyl]-pyrrolidine-1-carboxylic acid tert-butyl ester). The yield is 90.0%. As a reaction SMILES: Br[C:2]1[CH:9]=[CH:8][CH:7]=[CH:6][C:3]=1[C:4]#[N:5].CCN(C(C)C)C(C)C.[C:19]([O:23][C:24]([N:26]1[CH2:30][CH2:29][CH:28]([C:31]2[CH:36]=[CH:35][C:34]([SH:37])=[CH:33][C:32]=2[O:38][CH3:39])[CH2:27]1)=[O:25])([CH3:22])([CH3:21])[CH3:20].OS([O-])(=O)=O.[K+].[O-]S([O-])(=O)=O.[Na+].[Na+]>O1CCOCC1.C1C=CC(/C=C/C(/C=C/C2C=CC=CC=2)=O)=CC=1.C1C=CC(/C=C/C(/C=C/C2C=CC=CC=2)=O)=CC=1.C1C=CC(/C=C/C(/C=C/C2C=CC=CC=2)=O)=CC=1.[Pd].[Pd].CC1(C)C2C(=C(P(C3C=CC=CC=3)C3C=CC=CC=3)C=CC=2)OC2C(P(C3C=CC=CC=3)C3C=CC=CC=3)=CC=CC1=2>[C:19]([O:23][C:24]([N:26]1[CH2:30][CH2:29][CH:28]([C:31]2[CH:36]=[CH:35][C:34]([S:37][C:2]3[CH:9]=[CH:8][CH:7]=[CH:6][C:3]=3[C:4]#[N:5])=[CH:33][C:32]=2[O:38][CH3:39])[CH2:27]1)=[O:25])([CH3:22])([CH3:21])[CH3:20] |f:3.4.5.6.7,9.10.11.12.13|. Procedure: Pd2(dba)3 (13 mg, 0.01414 mmol), Xantphos (16 mg, 0.02828 mmol), 2-bromobenzonitrile (0.103 mg, 0.5655 mmol) and DIPEA (0.103 mL, 1.131 mmol) were added to a solution of 3-(4-mercapto-2-methoxy-phenyl)-pyrrolidine-1-carboxylic acid tert-butyl ester (0.175 g, 0.5655 mmol) in 1,4-dioxane (10 mL). The reaction mixture was heated at reflux for 16 hours, then cooled and a solution of 10% KHSO4/Na2SO4 was added. The mixture was extracted with EtOAc, and the combined organic extracts were washed with w...